This data is from the Open Reaction Database (ORD), a public repository of structured organic reaction records. The task is: describe an organic reaction: reactants, conditions, products, and yield Starting materials: N#CCBr, CC(C)(C)OC(=O)N1CCC(Nc2ncc(O)cn2)CC1, O=C([O-])[O-], [K+], [K+], CN(C)C=O, O. Yields the product CC(C)(C)OC(=O)N1CCC(Nc2ncc(OCC#N)cn2)CC1. RXN SMILES: [Br:28][CH2:29][C:30]#[N:31].[C:1]([CH3:2])([CH3:3])([CH3:4])[O:5][C:6](=[O:7])[N:8]1[CH2:9][CH2:10][CH:11]([NH:14][c:15]2[n:16][cH:17][c:18]([OH:21])[cH:19][n:20]2)[CH2:12][CH2:13]1.[C:22](=[O:23])([O-:24])[O-:25].[K+:26].[K+:27].[O:33]=[CH:34][N:35]([CH3:36])[CH3:37].[OH2:32]>>[C:1]([CH3:2])([CH3:3])([CH3:4])[O:5][C:6](=[O:7])[N:8]1[CH2:9][CH2:10][CH:11]([NH:14][c:15]2[n:16][cH:17][c:18]([O:21][CH2:29][C:30]#[N:31])[cH:19][n:20]2)[CH2:12][CH2:13]1. The reactants are ClC12C(=C(C(C=3C(=CC=C(C13)O)O)(C2(Cl)Cl)Cl)Cl)Cl (1,2,3,4,9,9-hexachloro-1,4-dihydro-1,4-methanonaphthalene-5,8-diol), ice water, C(C)(=O)O (acetic acid). Run at temperature 40 celsius. Product: CC(=O)C=1C(=C2C3(C(=C(C(C2=C(C1)O)(C3(Cl)Cl)Cl)Cl)Cl)Cl)O (1,2,3,4,9,9-hexachloro-1,4-dihydro-5,8-dihydroxy-1,4-methanonaphth-6-yl methyl ketone). As a reaction SMILES: [Cl:1][C:2]12[C:14]([Cl:16])([Cl:15])[C:5]([Cl:17])([C:6]3[C:7]([OH:13])=[CH:8][CH:9]=[C:10]([OH:12])[C:11]=31)[C:4]([Cl:18])=[C:3]2[Cl:19].[C:20](O)(=[O:22])[CH3:21]>>[CH3:21][C:20]([C:8]1[C:7]([OH:13])=[C:6]2[C:11](=[C:10]([OH:12])[CH:9]=1)[C:2]1([Cl:1])[C:14]([Cl:15])([Cl:16])[C:5]2([Cl:17])[C:4]([Cl:18])=[C:3]1[Cl:19])=[O:22]. Procedure details: 76 g. of 1,2,3,4,9,9-hexachloro-1,4-dihydro-1,4-methanonaphthalene-5,8-diol, prepared according to Example 2, were suspended in 100 ml. of acetic acid and then 20 ml. of boron trifluoride-diethyl ether complex were added. This mixture was heated at 100°-105° C. for 5 hours. After being cooled to 40° C., the mixture was poured into ice water. After repeated recrystallization from benzene white crystals were obtained, m.p. 135°-140° C. The product is CC(C)(C)[Si](C)(C)OCc1ccc(Br)cc1. As a reaction SMILES: [Br:1][c:2]1[cH:3][cH:4][c:5]([CH2:6][OH:7])[cH:8][cH:9]1.[CH3:15][Si:16]([C:17]([CH3:18])([CH3:19])[CH3:20])([CH3:21])[Cl:22].[CH3:23][N:24]([CH3:25])[CH:26]=[O:27].[OH2:28].[nH:10]1[cH:11][cH:12][n:13][cH:14]1>>[Br:1][c:2]1[cH:3][cH:4][c:5]([CH2:6][O:7][Si:16]([CH3:15])([C:17]([CH3:18])([CH3:19])[CH3:20])[CH3:21])[cH:8][cH:9]1. Starting materials: OCc1ccc(Br)cc1, CC(C)(C)[Si](C)(C)Cl, CN(C)C=O, O, c1c[nH]cn1.